describe an organic reaction: reactants, conditions, products, and yield From a dataset of the Open Reaction Database (ORD), a public repository of structured organic reaction records. Starting materials: C1=CC=C2C(=C1)C(=O)C(C2=O)(O)O (ninhydrin), Cl.COC1=C(C=C(C=C1)OC)NC(NN)=O (4-(2,5-dimethoxyphenyl)-semicarbazide hydrochloride). The product is COC1=C(C=C(C=C1)OC)NC(NN=C1C(C2=CC=CC=C2C1=O)=O)=O (2-[4-(2,5,-dimethoxyphenyl)-semicarbazono]indan-1,3-dione). Reaction SMILES: [CH:1]1[CH:6]=[C:5]2[C:7]([C:9](O)(O)[C:10](=[O:11])[C:4]2=[CH:3][CH:2]=1)=[O:8].Cl.[CH3:15][O:16][C:17]1[CH:22]=[CH:21][C:20]([O:23][CH3:24])=[CH:19][C:18]=1[NH:25][C:26](=[O:29])[NH:27][NH2:28]>>[CH3:15][O:16][C:17]1[CH:22]=[CH:21][C:20]([O:23][CH3:24])=[CH:19][C:18]=1[NH:25][C:26](=[O:29])[NH:27][N:28]=[C:9]1[C:10](=[O:11])[C:4]2[C:5](=[CH:6][CH:1]=[CH:2][CH:3]=2)[C:7]1=[O:8] |f:1.2|. Reported procedure: ninhydrin, 4-(2,5-dimethoxyphenyl)-semicarbazide hydrochloride The reactants are CC1=C(C(=O)O)C=C(C=C1)[N+](=O)[O-] (2-Methyl-5-nitrobenzoic acid), C([O-])([O-])=O.[K+].[K+] (potassium carbonate), solution, B (borane). Run in O (water), C1CCOC1 (THF), C1CCOC1 (THF). Run at time 18 hour. Yields the product CC1=C(C=C(C=C1)[N+](=O)[O-])CO ((2-Methyl-5-nitrophenyl)methanol). The yield is 95.7%. Reaction SMILES: [CH3:1][C:2]1[CH:10]=[CH:9][C:8]([N+:11]([O-:13])=[O:12])=[CH:7][C:3]=1[C:4](O)=[O:5].B.C(=O)([O-])[O-].[K+].[K+]>C1COCC1.O>[CH3:1][C:2]1[CH:10]=[CH:9][C:8]([N+:11]([O-:13])=[O:12])=[CH:7][C:3]=1[CH2:4][OH:5] |f:2.3.4|. Procedure: 2-Methyl-5-nitrobenzoic acid (2.00 g, 11.0 mmol) was warmed under nitrogen, dissolved in anhydrous THF (25 mL), and treated with a 1N solution of borane in THF (16.5 mL). After stirring 18 hours at ambient temperature the reaction was quenched with a solution of potassium carbonate (1.8 g, 13 mmol) in water (50 mL), and the THF removed in vacuo. The remaining aqueous solution was extracted with DCM, and the organic layer washed with pH 7 buffer and brine, dried over sodium sulfate, and filtered.... The reactants are N1C(C(C2=CC(=CC=C12)S(=O)(=O)N)=O)=O (1H-indole-2,3-dione-5-sulfonic acid amide), C1=CC(=CC=C1NN)S(=O)(=O)N.Cl (4-sulfonamidophenylhydrazine hydrochloride), ( M )-. The product is O=C1NC2=CC=C(C=C2C1=NNC1=CC=C(C=C1)S(N)(=O)=O)S(=O)(=O)N (2-Oxo-3-[(4-sulfamoyl-phenyl)-hydrazono]-2,3-dihydro-1H-indole-5-sulfonic acid amide). Reaction SMILES: [NH:1]1[C:9]2[C:4](=[CH:5][C:6]([S:10]([NH2:13])(=[O:12])=[O:11])=[CH:7][CH:8]=2)[C:3](=O)[C:2]1=[O:15].[CH:16]1[C:21]([NH:22][NH2:23])=[CH:20][CH:19]=[C:18]([S:24]([NH2:27])(=[O:26])=[O:25])[CH:17]=1.Cl>>[O:15]=[C:2]1[C:3](=[N:23][NH:22][C:21]2[CH:20]=[CH:19][C:18]([S:24](=[O:26])(=[O:25])[NH2:27])=[CH:17][CH:16]=2)[C:4]2[C:9](=[CH:8][CH:7]=[C:6]([S:10]([NH2:13])(=[O:12])=[O:11])[CH:5]=2)[NH:1]1 |f:1.2|. Reported procedure: The title compound was prepared from 1H-indole-2,3-dione-5-sulfonic acid amide and 4-sulfonamidophenylhydrazine hydrochloride according to Procedure G: mp>250° C.; 1H NMR (DMSO-d6): δ7.04 (d, J=8.4 Hz, 1H), 7.25 (s, 2H), 7.26 (s, 2H), 7.60 (d, J=8.9 Hz, 2H), 7.70 (dd, J=8.2, 1.9 Hz, 1H), 7.78 (d, J=8.7 Hz, 2H), 7.98 (d, J=1.6 Hz, 1H), 11.43 (s, 1H), 12.75 (s, 1H); APCI−MS m/z 395 (M)−. Anal. Calcd for C14H13N5O5S2.0.5H2O: C, 41.58; H, 3.49; N, 17.32; S, 15.86. Found: C, 41.67; H, 3.46; N, 17.26;... Yields the product CC(C)(C)OC(=O)NC1CCN(Cc2cccc(N)c2)C1. Reactants: CCO, [Cl-], CC(C)(C)OC(=O)NC1CCN(Cc2cccc([N+](=O)[O-])c2)C1, [NH4+], O. RXN SMILES: [CH3:26][CH2:27][OH:28].[Cl-:24].[N+:1]([O-:2])(=[O:3])[c:4]1[cH:5][c:6]([CH2:7][N:8]2[CH2:9][CH:10]([NH:13][C:14]([O:15][C:16]([CH3:17])([CH3:18])[CH3:19])=[O:20])[CH2:11][CH2:12]2)[cH:21][cH:22][cH:23]1.[NH4+:25].[OH2:29]>>[NH2:1][c:4]1[cH:5][c:6]([CH2:7][N:8]2[CH2:9][CH:10]([NH:13][C:14]([O:15][C:16]([CH3:17])([CH3:18])[CH3:19])=[O:20])[CH2:11][CH2:12]2)[cH:21][cH:22][cH:23]1. Starting materials: Cc1ccccc1[Li] (effective_coupling_partner), COc1ccc(CO)cc1 (substrate). The reagents and catalysts are SIMes. Run at temperature 50 celsius, time 12 hour. Product: Cc1ccccc1c2ccc(CO)cc2. Reactants: C(C)(C)(C)OC(=O)N1C(N(C2=C1C(=CC=C2)C2=CN(C=C2)C(=O)OC(C)(C)C)CC2=CC=CC=C2)=O (3-benzyl-7-(1-tert-butoxycarbonyl-1H-pyrrol-3-yl)-2-oxo-2,3-dihydro-benzoimidazole-1-carboxylic acid tert-butyl ester). The solvent is CO (methanol). Conditions: time 95 hour. Product: C(C)(C)(C)OC(=O)N1C(N(C2=C1C(=CC=C2)C2CN(CC2)C(=O)OC(C)(C)C)CC2=CC=CC=C2)=O (racemic 3-benzyl-7-(1-tert-butoxycarbonyl-pyrrolidin-3-yl)-2-oxo-2,3-dihydro-benzoimidazole-1-carboxylic acid tert-butyl ester). Yield: 52.8%. Reaction SMILES: [C:1]([O:5][C:6]([N:8]1[C:12]2[C:13]([C:17]3[CH:21]=[CH:20][N:19]([C:22]([O:24][C:25]([CH3:28])([CH3:27])[CH3:26])=[O:23])[CH:18]=3)=[CH:14][CH:15]=[CH:16][C:11]=2[N:10]([CH2:29][C:30]2[CH:35]=[CH:34][CH:33]=[CH:32][CH:31]=2)[C:9]1=[O:36])=[O:7])([CH3:4])([CH3:3])[CH3:2]>CO>[C:1]([O:5][C:6]([N:8]1[C:12]2[C:13]([CH:17]3[CH2:21][CH2:20][N:19]([C:22]([O:24][C:25]([CH3:28])([CH3:27])[CH3:26])=[O:23])[CH2:18]3)=[CH:14][CH:15]=[CH:16][C:11]=2[N:10]([CH2:29][C:30]2[CH:35]=[CH:34][CH:33]=[CH:32][CH:31]=2)[C:9]1=[O:36])=[O:7])([CH3:2])([CH3:3])[CH3:4]. Procedure details: To a Parr vessel flushed with nitrogen was added a 5% dispersion of platinum on charcoal (15 mg) followed by a solution of 3-benzyl-7-(1-tert-butoxycarbonyl-1H-pyrrol-3-yl)-2-oxo-2,3-dihydro-benzoimidazole-1-carboxylic acid tert-butyl ester (0.150 g., 0.307 mmol) in 10 mL methanol. The Parr vessel was vacuum-purged with hydrogen at atmospheric pressure and stirred for 95 hours. The reaction mixture was then vacuum-purged with nitrogen, filtered through a plug of celite to remove catalyst, and co... Starting materials: CCOC(=O)CBr, CC(=O)C=CCCc1ccc(OCc2ccccc2)cc1, [Zn]. Yields the product CCOC(=O)CC(C)(O)C=CCCc1ccc(OCc2ccccc2)cc1. As a reaction SMILES: [Br:22][CH2:23][C:24](=[O:25])[O:26][CH2:27][CH3:28].[CH2:1]([c:2]1[cH:3][cH:4][cH:5][cH:6][cH:7]1)[O:8][c:9]1[cH:10][cH:11][c:12]([CH2:15][CH2:16][CH:17]=[CH:18][C:19]([CH3:20])=[O:21])[cH:13][cH:14]1.[Zn:29]>>[CH2:1]([c:2]1[cH:3][cH:4][cH:5][cH:6][cH:7]1)[O:8][c:9]1[cH:10][cH:11][c:12]([CH2:15][CH2:16][CH:17]=[CH:18][C:19]([CH3:20])([OH:21])[CH2:23][C:24](=[O:25])[O:26][CH2:27][CH3:28])[cH:13][cH:14]1. Starting materials: C1(=CC=CC=C1)C1=NN2C(C=C(C=C2N)C2=CC=NC=C2)=N1 (2-phenyl-7-pyridin-4-yl-[1,2,4]triazolo[1,5-a]pyridin-5-ylamine), [H-].[Na+] (sodiumhydride), [H-].[Na+] (sodiumhydride), CC=1C=CC(=CC1)S(=O)(=O)O (p-toluenesulfonate), C(C)OS(=O)(=O)C1=CC=C(C=C1)C (ethyl-p-toluenesulfonate), C([O-])(O)=O.[Na+] (sodiumbicarbonate). Run in CN(C=O)C (dimethylformamide). Conditions: time 22 hour. The product is C(C)N(C1=CC(=CC=2N1N=C(N2)C2=CC=CC=C2)C2=CC=NC=C2)CC (diethyl-(2-phenyl-7-pyridin-4-yl-[1,2,4]triazolo[1,5-a]pyridin-5-yl)-amine). Yield: 15.0%. RXN SMILES: [C:1]1([C:7]2[N:22]=[C:10]3[CH:11]=[C:12]([C:16]4[CH:21]=[CH:20][N:19]=[CH:18][CH:17]=4)[CH:13]=[C:14]([NH2:15])[N:9]3[N:8]=2)[CH:6]=[CH:5][CH:4]=[CH:3][CH:2]=1.[H-].[Na+].[CH2:25](OS(C1C=CC(C)=CC=1)(=O)=O)[CH3:26].[CH3:38][C:39]1C=CC(S(O)(=O)=O)=CC=1.C(=O)(O)[O-].[Na+]>CN(C)C=O>[CH2:25]([N:15]([CH2:38][CH3:39])[C:14]1[N:9]2[N:8]=[C:7]([C:1]3[CH:2]=[CH:3][CH:4]=[CH:5][CH:6]=3)[N:22]=[C:10]2[CH:11]=[C:12]([C:16]2[CH:21]=[CH:20][N:19]=[CH:18][CH:17]=2)[CH:13]=1)[CH3:26] |f:1.2,5.6|. Reported procedure: A solution of 0.29 g (0.001 mol) 2-phenyl-7-pyridin-4-yl-[1,2,4]triazolo[1,5-a]pyridin-5-ylamine in 50 ml dimethylformamide was treated with 0.05 g (0.001 mol) sodiumhydride(55%) for 15 minutes at room temperature. Then 0.22 g (0.001 mol) ethyl-p-toluenesulfonate were added and stirring was continued for 22 hours. Addition of sodiumhydride and p-toluenesulfonate was repeated three times. After each addition stirring was continued at 50° C. for 20 hours. Saturated aqueous sodiumbicarbonate was ad... The reactants are CCO, Cl, O=C(O)CCC(=O)c1ccc(-c2ccccc2F)cc1, NO, [Na+], [Na+], O=C([O-])[O-]. Yields the product O=C(O)CCC(=NO)c1ccc(-c2ccccc2F)cc1. RXN SMILES: [CH3:30][CH2:31][OH:32].[ClH:21].[F:1][c:2]1[c:3](-[c:8]2[cH:9][cH:10][c:11]([C:14]([CH2:15][CH2:16][C:17](=[O:18])[OH:19])=[O:20])[cH:12][cH:13]2)[cH:4][cH:5][cH:6][cH:7]1.[NH2:22][OH:23].[Na+:24].[Na+:25].[O-:26][C:27](=[O:28])[O-:29]>>[F:1][c:2]1[c:3](-[c:8]2[cH:9][cH:10][c:11]([C:14]([CH2:15][CH2:16][C:17](=[O:18])[OH:19])=[N:22][OH:23])[cH:12][cH:13]2)[cH:4][cH:5][cH:6][cH:7]1.